From a dataset of the Open Reaction Database (ORD), a public repository of structured organic reaction records. describe an organic reaction: reactants, conditions, products, and yield Starting materials: OC1=CC=C(C(=O)OC)C=C1 (methyl 4-hydroxybenzoate), [Na] (sodium), COCCOCCO (2-(2-methoxyethoxy)ethanol), Cl (hydrochloric acid). Conditions: temperature 130 celsius. Yields the product OC1=CC=C(C(=O)OCCOCCOC)C=C1 (2-(2-methoxyethoxy)ethyl 4-hydroxybenzoate). Reaction SMILES: [Na].[OH:2][C:3]1[CH:12]=[CH:11][C:6]([C:7]([O:9][CH3:10])=[O:8])=[CH:5][CH:4]=1.Cl.[CH3:14][O:15][CH2:16][CH2:17][O:18][CH2:19]CO>>[OH:2][C:3]1[CH:4]=[CH:5][C:6]([C:7]([O:9][CH2:10][CH2:14][O:15][CH2:16][CH2:17][O:18][CH3:19])=[O:8])=[CH:11][CH:12]=1 |^1:0|. Procedure details: In a first step, an amount of 1 g (43 mmol) of sodium was dissolved in 25 of ml 2-(2-methoxyethoxy)ethanol. To the resulted solution an amount of 3 g (22 mmol) of methyl 4-hydroxybenzoate was added and the mixture was heated to 130° C. for 24 hours; after cooling to room temperature, it was acidified with a hydrochloric acid solution (3N) and extracted with ethyl acetate. The removal of the solvent under reduced pressure and column chromatography of the residue (silica gel, hexane:ethyl acetate ... Starting materials: CCN1C=C(C(=O)C2=C1N=C(N=C2)N3CCNCC3)C(=O)O (Pipemidic acid), FC1=CC=C(C=C1)N=C=S (4-fluorophenyl isothiocyanate). The product is FC1=CC=C(C=C1)NC(=S)N1CCN(CC1)C=1N=CC2=C(N1)N(C=C(C2=O)C(=O)O)CC (2-(4-{[(4-fluorophenyl)amino]carbonothioyl}-1-piperazinyl)-8-ethyl-5-oxo-5,8-dihydropyrido[2,3-d]pyrimidine-6-carboxylic acid). As a reaction SMILES: [CH3:1][CH2:2][N:3]1[C:9]2[N:10]=[C:11]([N:14]3[CH2:19][CH2:18][NH:17][CH2:16][CH2:15]3)[N:12]=[CH:13][C:8]=2[C:6](=[O:7])[C:5]([C:20]([OH:22])=[O:21])=[CH:4]1.[F:23][C:24]1[CH:29]=[CH:28][C:27]([N:30]=[C:31]=[S:32])=[CH:26][CH:25]=1>>[F:23][C:24]1[CH:29]=[CH:28][C:27]([NH:30][C:31]([N:17]2[CH2:18][CH2:19][N:14]([C:11]3[N:12]=[CH:13][C:8]4[C:6](=[O:7])[C:5]([C:20]([OH:22])=[O:21])=[CH:4][N:3]([CH2:2][CH3:1])[C:9]=4[N:10]=3)[CH2:15][CH2:16]2)=[S:32])=[CH:26][CH:25]=1. Procedure: Pipemidic acid (35 mg, 0.1154 mmol) and 4-fluorophenyl isothiocyanate (17.7 mg, 0.1154 mmol) were used. Purification on silica yielded compound 23 in Table 1, below (30 mg, 57%). 1H NMR (300 MHz, CDCl3) δ 9.34 (s, 1H), 8.69 (s, 1H), 7.33 (s, 1H), 7.25-7.16 (m, 2H), 7.13-7.03 (m, 2H), 4.34 (q, J=7.00 Hz, 2H), 4.28-3.96 (m, 8H), 1.50 (t, J=7.36 Hz, 3H) ppm. Starting materials: NC(=O)NC=1C=C(C=CC1)C(=O)NC1=CC=C(C=C1)CCC(=O)OCC (Ethyl 4-[[[3-[(aminocarbonyl)amino]phenyl]-carbonyl]amino]benzenepropanoate), [Li+].[OH-] (LiOH). The reagents and catalysts are C(=O)(C(F)(F)F)O (TFA). Solvent: CO (MeOH), O (H2O). Conditions: time 16 hour. Product: NC(=O)NC=1C=C(C=CC1)C(=O)NC1=CC=C(C=C1)CCC(=O)O (4-[[[3-[(aminocarbonyl)amino]phenyl]carbonyl]amino]benzenepropanoic Acid). Reaction SMILES: [NH2:1][C:2]([NH:4][C:5]1[CH:6]=[C:7]([C:11]([NH:13][C:14]2[CH:19]=[CH:18][C:17]([CH2:20][CH2:21][C:22]([O:24]CC)=[O:23])=[CH:16][CH:15]=2)=[O:12])[CH:8]=[CH:9][CH:10]=1)=[O:3].[Li+].[OH-]>CO.O.C(O)(C(F)(F)F)=O>[NH2:1][C:2]([NH:4][C:5]1[CH:6]=[C:7]([C:11]([NH:13][C:14]2[CH:19]=[CH:18][C:17]([CH2:20][CH2:21][C:22]([OH:24])=[O:23])=[CH:16][CH:15]=2)=[O:12])[CH:8]=[CH:9][CH:10]=1)=[O:3] |f:1.2|. Procedure details: The Compound of Example 22 (0.12 g, 0.34 mmol) was dissolved in MeOH (2 mL) and 1 M LiOH (1 mL) was added. The reaction was stirred at room temperature over 16 hours. The reaction was concentrated in vacuo to give a white solid. The solid was dissolved in a small amount of H2O and acidified with 1 drop of TFA. The mixture was concentrated in vacuo and the residue was purified by HPLC—Method 1 to give a white solid (0.06 g,).